This data is from the Open Reaction Database (ORD), a public repository of structured organic reaction records. The task is: describe an organic reaction: reactants, conditions, products, and yield Reactants: COC(=O)CCc1ccc(NCc2cccc(-c3c(C)cccc3C)c2)cc1, CO, [Na+], C1CCOC1, [OH-], O, O=C(O)CC(O)(CC(=O)O)C(=O)O. Yields the product Cc1cccc(C)c1-c1cccc(CNc2ccc(CCC(=O)O)cc2)c1. RXN SMILES: [CH3:1][c:2]1[c:3](-[c:9]2[cH:10][c:11]([CH2:15][NH:16][c:17]3[cH:18][cH:19][c:20]([CH2:23][CH2:24][C:25](=[O:26])[O:27][CH3:28])[cH:21][cH:22]3)[cH:12][cH:13][cH:14]2)[c:4]([CH3:8])[cH:5][cH:6][cH:7]1.[CH3:45][OH:46].[Na+:30].[O:47]1[CH2:48][CH2:49][CH2:50][CH2:51]1.[OH-:29].[OH2:31].[OH:32][C:33]([CH2:34][C:35]([C:36](=[O:37])[OH:38])([CH2:39][C:40](=[O:41])[OH:42])[OH:43])=[O:44]>>[CH3:1][c:2]1[c:3](-[c:9]2[cH:10][c:11]([CH2:15][NH:16][c:17]3[cH:18][cH:19][c:20]([CH2:23][CH2:24][C:25](=[O:26])[OH:27])[cH:21][cH:22]3)[cH:12][cH:13][cH:14]2)[c:4]([CH3:8])[cH:5][cH:6][cH:7]1. Reactants: C(C)OC(\C(=C\CC1CCCCC1)\C1=CC=C(C=C1)S(=O)(=O)C)=O ((E)-4-cyclohexyl-2-(4-methanesulfonyl-phenyl)-but-2-enoic acid ethyl ester), CC(C)C[AlH]CC(C)C (DIBAL), C1(=CC=CC=C1)C (toluene). The product is C1(CCCCC1)C/C=C(/CO)\C1=CC=C(C=C1)S(=O)(=O)C ((E)-4-Cyclohexyl-2-(4-methanesulfonyl-phenyl)-but-2-en-1-ol). The yield is 79.1%. Reaction SMILES: C([O:3][C:4](=O)/[C:5](/[C:14]1[CH:19]=[CH:18][C:17]([S:20]([CH3:23])(=[O:22])=[O:21])=[CH:16][CH:15]=1)=[CH:6]/[CH2:7][CH:8]1[CH2:13][CH2:12][CH2:11][CH2:10][CH2:9]1)C.CC(C[AlH]CC(C)C)C.C1(C)C=CC=CC=1>>[CH:8]1([CH2:7]/[CH:6]=[C:5](\[C:14]2[CH:19]=[CH:18][C:17]([S:20]([CH3:23])(=[O:22])=[O:21])=[CH:16][CH:15]=2)/[CH2:4][OH:3])[CH2:13][CH2:12][CH2:11][CH2:10][CH2:9]1. Procedure: Following the method of example 54e, using (E)-4-cyclohexyl-2-(4-methanesulfonyl-phenyl)-but-2-enoic acid ethyl ester (956 mg, 2.73 mmol) and 3 h at ambient temperature after the addition of DIBAL in toluene (4.95 mL, 6.0 mmol) gives the title compound as an amorphous solid (666 mg). MS (m/e): 291 ([M−H2O]+H).